Dataset: the Open Reaction Database (ORD), a public repository of structured organic reaction records. Task: describe an organic reaction: reactants, conditions, products, and yield Reactants: C(C)OC(=O)[C@@H]1CC[C@@H](CC1)N1C=C(C2=C1N=CN=C2N)I (cis-4-(4-amino-5-iodopyrrolo[2,3-d]pyrimidin-7-yl)-cyclohexanecarboxylic acid ethyl ester), C1(=CC=CC=C1)C1=NC2=CC(=CC=C2C=C1)B1CC(C(O1)(C)C)(C)C (2-phenyl-7-(4,4,5,5-tetramethyl-[2,3,2]dioxaborolan-2-yl)-quinoline), C(=O)([O-])[O-].[Na+].[Na+] (Na2CO3), N#N (N2). Reagents/catalysts: C=1C=CC(=CC1)[P](C=2C=CC=CC2)(C=3C=CC=CC3)[Pd]([P](C=4C=CC=CC4)(C=5C=CC=CC5)C=6C=CC=CC6)([P](C=7C=CC=CC7)(C=8C=CC=CC8)C=9C=CC=CC9)[P](C=1C=CC=CC1)(C=1C=CC=CC1)C=1C=CC=CC1 (Pd(PPh3)4). The solvent is CN(C)C=O (DMF), O (H2O), O (H2O). Reaction conditions: temperature 80 celsius. Product: C(C)OC(=O)[C@@H]1CC[C@@H](CC1)N1C=C(C2=C1N=CN=C2N)C2=CC=C1C=CC(=NC1=C2)C2=CC=CC=C2 (cis-4-[4-amino-5-(2-phenylquinolin-7-yl)-pyrrolo[2,3-d]pyrimidin-7-yl]-cyclohexanecarboxylic acid ethyl ester). As a reaction SMILES: [CH2:1]([O:3][C:4]([C@H:6]1[CH2:11][CH2:10][C@@H:9]([N:12]2[C:16]3[N:17]=[CH:18][N:19]=[C:20]([NH2:21])[C:15]=3[C:14](I)=[CH:13]2)[CH2:8][CH2:7]1)=[O:5])[CH3:2].[C:23]1([C:29]2[CH:38]=[CH:37][C:36]3[C:31](=[CH:32][C:33](B4OC(C)(C)C(C)(C)C4)=[CH:34][CH:35]=3)[N:30]=2)[CH:28]=[CH:27][CH:26]=[CH:25][CH:24]=1.C([O-])([O-])=O.[Na+].[Na+].N#N>CN(C=O)C.C1C=CC([P]([Pd]([P](C2C=CC=CC=2)(C2C=CC=CC=2)C2C=CC=CC=2)([P](C2C=CC=CC=2)(C2C=CC=CC=2)C2C=CC=CC=2)[P](C2C=CC=CC=2)(C2C=CC=CC=2)C2C=CC=CC=2)(C2C=CC=CC=2)C2C=CC=CC=2)=CC=1.O>[CH2:1]([O:3][C:4]([C@H:6]1[CH2:11][CH2:10][C@@H:9]([N:12]2[C:16]3[N:17]=[CH:18][N:19]=[C:20]([NH2:21])[C:15]=3[C:14]([C:33]3[CH:32]=[C:31]4[C:36]([CH:37]=[CH:38][C:29]([C:23]5[CH:28]=[CH:27][CH:26]=[CH:25][CH:24]=5)=[N:30]4)=[CH:35][CH:34]=3)=[CH:13]2)[CH2:8][CH2:7]1)=[O:5])[CH3:2] |f:2.3.4,^1:64,66,85,104|. Reported procedure: A solution of cis-4-(4-amino-5-iodopyrrolo[2,3-d]pyrimidin-7-yl)-cyclohexanecarboxylic acid ethyl ester (16.2 mg 0.0391 mmol), 2-phenyl-7-(4,4,5,5-tetramethyl-[2,3,2]dioxaborolan-2-yl)-quinoline (15.6 mg, 1.2 eq.), Pd(PPh3)4 (2.7 mg, 0.06 eq.) and Na2CO3 (10.4 mg, 2.5 eq.) in DMF (2.5 mL)/H2O (0.5 mL) was flushed with N2 for 30 min at rt and heated at 80° C. for 16 h under nitrogen. After that time, the reaction mixture was treated with H2O and extracted with EtOAc (3×10 mL). The combined extrac... Reactants: COC(CCCCNC(C=C1C2=CC=CC=C2C=2C=CC=CC12)=O)=O (5-(2-(9H-fluoren-9-ylidene)acetamido)pentanoic acid methyl ester), CO (CH3OH), solution, [Li+].[OH-] (LiOH), Cl (hydrochloric acid). Run in O (H2O). Run at time 24 hour. Yields the product C1=CC=CC=2C3=CC=CC=C3C(C12)=CC(=O)NCCCCC(=O)O (5-(2-(9H-fluoren-9-ylidene)acetamido)pentanoic acid). Isolated yield 86.8%. RXN SMILES: C[O:2][C:3](=[O:25])[CH2:4][CH2:5][CH2:6][CH2:7][NH:8][C:9](=[O:24])[CH:10]=[C:11]1[C:23]2[CH:22]=[CH:21][CH:20]=[CH:19][C:18]=2[C:17]2[C:12]1=[CH:13][CH:14]=[CH:15][CH:16]=2.CO.[Li+].[OH-].Cl>O>[CH:13]1[C:12]2[C:11](=[CH:10][C:9]([NH:8][CH2:7][CH2:6][CH2:5][CH2:4][C:3]([OH:25])=[O:2])=[O:24])[C:23]3[C:18](=[CH:19][CH:20]=[CH:21][CH:22]=3)[C:17]=2[CH:16]=[CH:15][CH:14]=1 |f:2.3|. Procedure: 5-(2-(9H-fluoren-9-ylidene)acetamido)pentanoic acid methyl ester (335 mg, 1 mmol) and 300 ml of CH3OH were stirred at room temperature while 25 ml of 4 N solution of LiOH in H2O was added. The mixture was stirred for 24 hours at room temperature. The mixture was neutralized with concentrated hydrochloric acid to pH 7 and evaporated under vacuum to remove methanol. The residue was adjusted to pH 3 with concentrated hydrochloric acid. The solids were collected by vacuum filtration, washed with wat... The reactants are CN1CCN(C(=O)C2CCN(c3ccc([N+](=O)[O-])cc3)CC2)CC1, Cl, [Na+], O=C([O-])O. Product: CN1CCN(CC2CCN(c3ccc([N+](=O)[O-])cc3)CC2)CC1. As a reaction SMILES: [CH3:1][N:2]1[CH2:3][CH2:4][N:5]([C:8](=[O:9])[CH:10]2[CH2:11][CH2:12][N:13]([c:16]3[cH:17][cH:18][c:19]([N+:22](=[O:23])[O-:24])[cH:20][cH:21]3)[CH2:14][CH2:15]2)[CH2:6][CH2:7]1.[ClH:25].[Na+:30].[O-:26][C:27]([OH:28])=[O:29]>>[CH3:1][N:2]1[CH2:3][CH2:4][N:5]([CH2:8][CH:10]2[CH2:11][CH2:12][N:13]([c:16]3[cH:17][cH:18][c:19]([N+:22](=[O:23])[O-:24])[cH:20][cH:21]3)[CH2:14][CH2:15]2)[CH2:6][CH2:7]1.